Task: describe an organic reaction: reactants, conditions, products, and yield. Dataset: the Open Reaction Database (ORD), a public repository of structured organic reaction records Starting materials: C1(CC1)C=1C(=C2C(=NC1)N(N=C2C(F)(F)F)CC2=CC=C(C=C2)OC)N2CCN(CC2)C(=O)OC(C)(C)C (tert-Butyl 4-(5-cyclopropyl-1-(4-methoxybenzyl)-3-(trifluoromethyl)-1H-pyrazolo[3,4-b]pyridin-4-yl)piperazine-1-carboxylate), C(=O)(C(F)(F)F)O (TFA). Run in C(Cl)Cl (DCM). Reaction conditions: time 1 hour. The product is crude product, C1(CC1)C=1C(=C2C(=NC1)N(N=C2C(F)(F)F)CC2=CC=C(C=C2)OC)N2CCNCC2 (5-cyclopropyl-1-(4-methoxybenzyl)-4-(piperazin-1-yl)-3-(trifluoromethyl)-1H-pyrazolo[3,4-b]pyridine). Yield: 92.7%. RXN SMILES: [CH:1]1([C:4]2[C:5]([N:26]3[CH2:31][CH2:30][N:29](C(OC(C)(C)C)=O)[CH2:28][CH2:27]3)=[C:6]3[C:12]([C:13]([F:16])([F:15])[F:14])=[N:11][N:10]([CH2:17][C:18]4[CH:23]=[CH:22][C:21]([O:24][CH3:25])=[CH:20][CH:19]=4)[C:7]3=[N:8][CH:9]=2)[CH2:3][CH2:2]1.C(O)(C(F)(F)F)=O>C(Cl)Cl>[CH:1]1([C:4]2[C:5]([N:26]3[CH2:27][CH2:28][NH:29][CH2:30][CH2:31]3)=[C:6]3[C:12]([C:13]([F:14])([F:16])[F:15])=[N:11][N:10]([CH2:17][C:18]4[CH:19]=[CH:20][C:21]([O:24][CH3:25])=[CH:22][CH:23]=4)[C:7]3=[N:8][CH:9]=2)[CH2:3][CH2:2]1. Procedure: tert-Butyl 4-(5-cyclopropyl-1-(4-methoxybenzyl)-3-(trifluoromethyl)-1H-pyrazolo[3,4-b]pyridin-4-yl)piperazine-1-carboxylate (270 mg, 0.5 mmol) was placed in DCM (8 mL) at room temperature. TFA (1.5 mL) was then added, and the reaction was stirred at room temperature for 1 hour and concentrated to dryness. The crude product was then azeotroped with toluene (3×) and then dried on a vac line for 1 hour to give the crude product 5-cyclopropyl-1-(4-methoxybenzyl)-4-(piperazin-1-yl)-3-(trifluoromethyl... The reactants are CC(O)c1ccccc1S(=O)(=O)c1ccc2cc(Br)ccc2c1, COCCOC, CCOC(C)=O, OB(O)c1ccccc1F, [Na+], [Na+], O=C([O-])[O-], CC(=O)[O-], CC(=O)[O-], O, [Pd+2], Cc1ccccc1P(c1ccccc1C)c1ccccc1C. Product: CC(O)c1ccccc1S(=O)(=O)c1ccc2cc(-c3ccccc3F)ccc2c1. Reaction SMILES: [Br:1][c:2]1[cH:3][c:4]2[cH:5][cH:6][c:7]([S:12](=[O:13])(=[O:14])[c:15]3[c:16]([CH:21]([CH3:22])[OH:23])[cH:17][cH:18][cH:19][cH:20]3)[cH:8][c:9]2[cH:10][cH:11]1.[CH3:62][O:63][CH2:64][CH2:65][O:66][CH3:67].[CH3:68][CH2:69][O:70][C:71](=[O:72])[CH3:73].[F:24][c:25]1[c:26]([B:31]([OH:32])[OH:33])[cH:27][cH:28][cH:29][cH:30]1.[Na+:56].[Na+:57].[O-:58][C:59](=[O:60])[O-:61].[O-:75][C:76]([CH3:77])=[O:78].[O-:79][C:80]([CH3:81])=[O:82].[OH2:83].[Pd+2:74].[c:34]1([CH3:35])[cH:36][cH:37][cH:38][cH:39][c:40]1[P:41]([c:42]1[cH:43][cH:44][cH:45][cH:46][c:47]1[CH3:48])[c:49]1[cH:50][cH:51][cH:52][cH:53][c:54]1[CH3:55]>>[c:2]1(-[c:26]2[c:25]([F:24])[cH:30][cH:29][cH:28][cH:27]2)[cH:3][c:4]2[cH:5][cH:6][c:7]([S:12](=[O:13])(=[O:14])[c:15]3[c:16]([CH:21]([CH3:22])[OH:23])[cH:17][cH:18][cH:19][cH:20]3)[cH:8][c:9]2[cH:10][cH:11]1.